This data is from the Open Reaction Database (ORD), a public repository of structured organic reaction records. The task is: describe an organic reaction: reactants, conditions, products, and yield Starting materials: ClC1=NC=C(C(=N1)NC1=NNC(=C1)OC)Cl (2,5-Dichloro-N-(5-methoxy-1H-pyrazol-3-yl)pyrimidin-4-amine), ClC=1C(=NC(=NC1)N[C@@H](C)C1=NC=C(C=C1)F)NC1=NNC(=C1)OC(C)C (5-Chloro-N2-[(1S)-1-(5-fluoropyridin-2-yl)ethyl]-N4-(5-isopropoxy-1H-pyrazol-3-yl)pyrimidine-2,4-diamine), CCN(C(C)C)C(C)C (DIEA). Run in CCCCO (n-BuOH). Reaction conditions: temperature 110 celsius, time 8 hour. Yields the product ClC=1C(=NC(=NC1)N[C@@H](C)C1=NC=C(C=C1)F)NC1=NNC(=C1)OC (5-Chloro-N2-[(1S)-1-(5-fluoropyridin-2-yl)ethyl]-N4-(5-methoxy-1H-pyrazol-3-yl)pyrimidine-2,4-diamine). Isolated yield 144.0%. Reaction SMILES: ClC1N=C(NC2C=C(OC)NN=2)C(Cl)=CN=1.[Cl:17][C:18]1[C:19]([NH:34][C:35]2[CH:39]=[C:38]([O:40][CH:41](C)C)[NH:37][N:36]=2)=[N:20][C:21]([NH:24][C@H:25]([C:27]2[CH:32]=[CH:31][C:30]([F:33])=[CH:29][N:28]=2)[CH3:26])=[N:22][CH:23]=1.CCN(C(C)C)C(C)C>CCCCO>[Cl:17][C:18]1[C:19]([NH:34][C:35]2[CH:39]=[C:38]([O:40][CH3:41])[NH:37][N:36]=2)=[N:20][C:21]([NH:24][C@H:25]([C:27]2[CH:32]=[CH:31][C:30]([F:33])=[CH:29][N:28]=2)[CH3:26])=[N:22][CH:23]=1. Procedure details: 2,5-Dichloro-N-(5-methoxy-1H-pyrazol-3-yl)pyrimidin-4-amine (Method 37; 0.25 mmol, 64 mg) and (1S)-1-(5-fluoropyridin-2-yl)ethanamine (Method 6; 0.25 mmol, 34.5 mg) were dissolved in n-BuOH (0.35 M) and DIEA (0.50 mmol, 0.08 ml) was added. The reaction was stirred at 110° C. overnight. The solvent was evaporated and the remaining material was separated between EtOAc and water, washed with brine, and dried. Evaporation of the solvent gave a brown oil (131 mg). This material was purified by Gilson... Starting materials: C(C)(C)C1=C(C(=CC=C1)C(C)C)N=C=S (2,6-diisopropyl-phenyl isothiocyanate), C(C)(C)(CC)N (tert.-pentylamine). Solvent: C(C)N(CC)CC (triethylamine). Reaction conditions: temperature -10 celsius, time 12 hour. Yields the product C(C)(C)C1=C(C(=CC=C1)C(C)C)NC(=S)NC(C)(C)CC (N-(2,6-Diisopropyl-phenyl)-N'-tert.-pentyl-thiourea). As a reaction SMILES: [CH:1]([C:4]1[CH:9]=[CH:8][CH:7]=[C:6]([CH:10]([CH3:12])[CH3:11])[C:5]=1[N:13]=[C:14]=[S:15])([CH3:3])[CH3:2].[C:16]([NH2:21])([CH2:19][CH3:20])([CH3:18])[CH3:17]>C(N(CC)CC)C>[CH:1]([C:4]1[CH:9]=[CH:8][CH:7]=[C:6]([CH:10]([CH3:11])[CH3:12])[C:5]=1[NH:13][C:14]([NH:21][C:16]([CH2:19][CH3:20])([CH3:18])[CH3:17])=[S:15])([CH3:2])[CH3:3]. Procedure: 11.0 g of 2,6-diisopropyl-phenyl isothiocyanate and 10 g of tert.-pentylamine are warmed with 5 ml of triethylamine for 10 minutes at 100°. After standing for 12 hours, the mixture which has partially crystallised out is stirred with petroleum ether and cooled to -10° C., and the product is filtered off and dried. Reactants: CC(C)(C)[O-], Cc1ccccc1, Cc1ccc(Cl)nn1, [Na+], O=C(C=Cc1ccccc1)C=Cc1ccccc1, O=C(C=Cc1ccccc1)C=Cc1ccccc1, O=C(C=Cc1ccccc1)C=Cc1ccccc1, [Pd], [Pd], CC(C)(C)OC(=O)N1CCc2[nH]ncc2C1. The product is Cc1ccc(-n2cc3c(n2)CCN(C(=O)OC(C)(C)C)C3)nn1. RXN SMILES: [CH3:25][C:26]([CH3:27])([O-:28])[CH3:29].[CH3:31][c:32]1[cH:33][cH:34][cH:35][cH:36][cH:37]1.[Cl:17][c:18]1[n:19][n:20][c:21]([CH3:24])[cH:22][cH:23]1.[Na+:30].[O:40]=[C:41]([CH:42]=[CH:43][c:44]1[cH:45][cH:46][cH:47][cH:48][cH:49]1)[CH:50]=[CH:51][c:52]1[cH:53][cH:54][cH:55][cH:56][cH:57]1.[O:58]=[C:59]([CH:60]=[CH:61][c:62]1[cH:63][cH:64][cH:65][cH:66][cH:67]1)[CH:68]=[CH:69][c:70]1[cH:71][cH:72][cH:73][cH:74][cH:75]1.[O:76]=[C:77]([CH:78]=[CH:79][c:80]1[cH:81][cH:82][cH:83][cH:84][cH:85]1)[CH:86]=[CH:87][c:88]1[cH:89][cH:90][cH:91][cH:92][cH:93]1.[Pd:38].[Pd:39].[nH:1]1[n:2][cH:3][c:4]2[c:9]1[CH2:8][CH2:7][N:6]([C:10](=[O:11])[O:12][C:13]([CH3:14])([CH3:15])[CH3:16])[CH2:5]2>>[n:1]1[n:2](-[c:18]2[n:19][n:20][c:21]([CH3:24])[cH:22][cH:23]2)[cH:3][c:4]2[c:9]1[CH2:8][CH2:7][N:6]([C:10](=[O:11])[O:12][C:13]([CH3:14])([CH3:15])[CH3:16])[CH2:5]2. Starting materials: O=C1CCC(=O)N1Br, Nc1ccc(F)cc1[N+](=O)[O-], CN(C)C=O, O. Yields the product Nc1c(Br)cc(F)cc1[N+](=O)[O-]. RXN SMILES: [Br:12][N:13]1[C:14](=[O:15])[CH2:16][CH2:17][C:18]1=[O:19].[F:1][c:2]1[cH:3][c:4]([N+:9](=[O:10])[O-:11])[c:5]([NH2:6])[cH:7][cH:8]1.[O:21]=[CH:22][N:23]([CH3:24])[CH3:25].[OH2:20]>>[F:1][c:2]1[cH:3][c:4]([N+:9](=[O:10])[O-:11])[c:5]([NH2:6])[c:7]([Br:12])[cH:8]1. The reactants are COC1=NC=C(C=C1N)C#CC=1C(=NC=NC1N1CCOCC1)C (2-Methoxy-5-(4-methyl-6-morpholin-4-yl-pyrimidin-5-ylethynyl)-pyridin-3-ylamine), S1C(=CC=C1)S(=O)(=O)Cl (thiophen-2-sulfonyl chloride), N1=CC=CC=C1 (pyridine), O (Water). Run in C(Cl)Cl (DCM). The product is COC1=NC=C(C=C1NS(=O)(=O)C=1SC=CC1)C#CC=1C(=NC=NC1N1CCOCC1)C (N-[2-Methoxy-5-(4-methyl-6-morpholin-4-yl-pyrimidin-5-ylethynyl)-pyridin-3-yl]-thiophene-2-sulfonamide). As a reaction SMILES: [CH3:1][O:2][C:3]1[C:8]([NH2:9])=[CH:7][C:6]([C:10]#[C:11][C:12]2[C:13]([CH3:24])=[N:14][CH:15]=[N:16][C:17]=2[N:18]2[CH2:23][CH2:22][O:21][CH2:20][CH2:19]2)=[CH:5][N:4]=1.[S:25]1[CH:29]=[CH:28][CH:27]=[C:26]1[S:30](Cl)(=[O:32])=[O:31].N1C=CC=CC=1.O>C(Cl)Cl>[CH3:1][O:2][C:3]1[C:8]([NH:9][S:30]([C:26]2[S:25][CH:29]=[CH:28][CH:27]=2)(=[O:32])=[O:31])=[CH:7][C:6]([C:10]#[C:11][C:12]2[C:13]([CH3:24])=[N:14][CH:15]=[N:16][C:17]=2[N:18]2[CH2:19][CH2:20][O:21][CH2:22][CH2:23]2)=[CH:5][N:4]=1. Reported procedure: To 100 mg (0.31 mmol) 2-Methoxy-5-(4-methyl-6-morpholin-4-yl-pyrimidin-5-ylethynyl)-pyridin-3-ylamine (E-9) in 5 mL DCM is added 112 mg (0.61 mmol) thiophen-2-sulfonyl chloride and 72 μL (0.97 mmol) pyridine and the reaction mixture is stirred over night at RT. Water (2 mL) is added, the mixture is shaken for five minutes, the aqueous phase is separated and is extracted three times with 4 mL DCM. The combined organic phases are dried over MgSO4 and concentrated under reduced pressure. The crude ... The reactants are ClC1=C(C=C2CCN(C(C2=C1)=O)C=1C=NC=CC1C1CC1)OC (7-chloro-2-(4-cyclopropylpyridin-3-yl)-6-methoxy-3,4-dihydroisoquinolin-1(2H)-one), B(Br)(Br)Br (BBr3). Run in C(Cl)Cl (DCM). The product is ClC1=C(C=C2CCN(C(C2=C1)=O)C=1C=NC=CC1C1CC1)O (7-chloro-6-hydroxy-2-(4-cyclopropylpyridin-3-yl)-3,4-dihydroisoquinolin-1(2H)-one). Yield: 95.3%. As a reaction SMILES: [Cl:1][C:2]1[CH:11]=[C:10]2[C:5]([CH2:6][CH2:7][N:8]([C:13]3[CH:14]=[N:15][CH:16]=[CH:17][C:18]=3[CH:19]3[CH2:21][CH2:20]3)[C:9]2=[O:12])=[CH:4][C:3]=1[O:22]C.B(Br)(Br)Br>C(Cl)Cl>[Cl:1][C:2]1[CH:11]=[C:10]2[C:5]([CH2:6][CH2:7][N:8]([C:13]3[CH:14]=[N:15][CH:16]=[CH:17][C:18]=3[CH:19]3[CH2:20][CH2:21]3)[C:9]2=[O:12])=[CH:4][C:3]=1[OH:22]. Procedure: 7-Chloro-6-methoxy-2-(4-cyclopropylpyridin-3-yl)-3,4-dihydroisoquinolin-1(2H)-one (89A: 200 mg, 0.6 mmol) in DCM (5 mL) was demethylated with BBr3 (1.8 mL) at 0° C. for 2 hours to afford 180 mg of the product (94.7% yield).